Dataset: the Open Reaction Database (ORD), a public repository of structured organic reaction records. Task: describe an organic reaction: reactants, conditions, products, and yield Procedure details: 233.0 parts by weight of a 70% dodecylbenzenesulfonic acid solution supplied in isopropanol by American Cyanamid is mixed with 415.0 parts by weight of methanol. This solution is then added to 167.5 parts by weight of a 26% glycidamide solution of Example 1 till homogeneous and clear. Product: C(CCCCCCCCCCC)C1=C(C=CC=C1)S(=O)(=O)O.C(C1CO1)(=O)N (Dodecylbenzenesulfonic acid Glycidamide). As a reaction SMILES: [CH2:1]([C:13]1[CH:18]=[CH:17][CH:16]=[CH:15][C:14]=1[S:19]([OH:22])(=[O:21])=[O:20])[CH2:2][CH2:3][CH2:4][CH2:5][CH2:6][CH2:7][CH2:8][CH2:9][CH2:10][CH2:11][CH3:12].CO.C1(C)C=CC(S(O)(=O)=O)=CC=1.[C:36]([NH2:41])(=[O:40])[CH:37]1[O:39][CH2:38]1>C(O)(C)C>[CH2:1]([C:13]1[CH:18]=[CH:17][CH:16]=[CH:15][C:14]=1[S:19]([OH:22])(=[O:20])=[O:21])[CH2:2][CH2:3][CH2:4][CH2:5][CH2:6][CH2:7][CH2:8][CH2:9][CH2:10][CH2:11][CH3:12].[C:36]([NH2:41])(=[O:40])[CH:37]1[O:39][CH2:38]1 |f:2.3,5.6|. Starting materials: C(CCCCCCCCCCC)C1=C(C=CC=C1)S(=O)(=O)O (dodecylbenzenesulfonic acid), CO (methanol), C1(=CC=C(C=C1)S(=O)(=O)O)C.C(C1CO1)(=O)N (p-Toluenesulfonic acid Glycidamide). Solvent: C(C)(C)O (isopropanol).